Dataset: the Open Reaction Database (ORD), a public repository of structured organic reaction records. Task: describe an organic reaction: reactants, conditions, products, and yield Starting materials: NC1=CC2=C(C[C@H]3N(CC[C@@]2(C3(C)C)C)C(C(F)(F)F)=O)C=C1N ((2R,6S)-1-(8,9-Diamino-6,11,11-trimethyl-1,2,5,6-tetrahydro-4H-2,6-methano-benzo[d]-azocin-3-yl)-2,2,2-trifluoro-ethanone), C(C)(=O)O (acetic acid). Run at temperature 130 celsius, time 3 hour. The product is FC(C(=O)N1[C@@H]2CC3=C([C@](CC1)(C2(C)C)C)C=C2C(=C3)N=C(N2)C)(F)F (2,2,2-Trifluoro-1-[(6R,10S)-5,6,7,8,9,10-hexahydro-2,10,12,12-tetramethyl-6,10-methano-1H-imidazo[5,4-i][3]benzazocin-7-yl]-ethanone). Reaction SMILES: [NH2:1][C:2]1[C:23]([NH2:24])=[CH:22][C:5]2[CH2:6][C@@H:7]3[C:12]([CH3:14])([CH3:13])[C@:11]([CH3:15])([C:4]=2[CH:3]=1)[CH2:10][CH2:9][N:8]3[C:16](=[O:21])[C:17]([F:20])([F:19])[F:18].[C:25](O)(=O)[CH3:26]>>[F:19][C:17]([F:20])([F:18])[C:16]([N:8]1[CH2:9][CH2:10][C@:11]2([CH3:15])[C:12]([CH3:13])([CH3:14])[C@H:7]1[CH2:6][C:5]1[CH:22]=[C:23]3[N:24]=[C:25]([CH3:26])[NH:1][C:2]3=[CH:3][C:4]=12)=[O:21]. Procedure: (2R,6S)-1-(8,9-Diamino-6,11,11-trimethyl-1,2,5,6-tetrahydro-4H-2,6-methano-benzo[d]-azocin-3-yl)-2,2,2-trifluoro-ethanone (600 mg) dissolved in glacial acetic acid is stirred at 130° C. for 3 h. After cooling to ambient temperature, the solution is concentrated under reduced pressure and the residue is taken up in ethyl acetate. The organic solution is washed with aqueous K2CO3 solution and brine and dried (MgSO4). The solvent is removed under reduced pressure to give the crude title compound as...